Dataset: the Open Reaction Database (ORD), a public repository of structured organic reaction records. Task: describe an organic reaction: reactants, conditions, products, and yield The reactants are C1(=CC=CC=C1)C(C1=CC=CC=C1)=NC1=CC=C(C=C1C1=CC=C(C=C1)F)C(C(C)C)(O)C=1N=CN(C1)C(C1=CC=CC=C1)(C1=CC=CC=C1)C1=CC=CC=C1 (1-[6-[(diphenylmethylene)amino]-4′-fluoro[1,1′-biphenyl]-3-yl]-2-methyl-1-(1-trityl-1H-imidazol-4-yl)-1-propanol), C(C)(=O)[O-].[Na+] (sodium acetate), [Cl-].O[NH3+] (hydroxyammonium chloride), product, C(C)(=O)OC(C)=O (acetic anhydride), C(O)([O-])=O.[Na+] (sodium hydrogen carbonate). The solvent is C1CCOC1.CO (THF methanol), C1CCOC1 (THF), N1=CC=CC=C1 (pyridine). Reaction conditions: time 22 hour. Yields the product FC1=CC=C(C=C1)C1=C(C=CC(=C1)C(C(C)C)(C=1N=CN(C1)C(C1=CC=CC=C1)(C1=CC=CC=C1)C1=CC=CC=C1)O)NC(C)=O (N-[4′-fluoro-5-[1-hydroxy-2-methyl-1-(1-trityl-1H-imidazol-4-yl)propyl][1,1′-biphenyl]-2-yl]acetamide). Yield: 86.9%. Reaction SMILES: C1(C(=[N:14][C:15]2[C:20]([C:21]3[CH:26]=[CH:25][C:24]([F:27])=[CH:23][CH:22]=3)=[CH:19][C:18]([C:28]([C:33]3[N:34]=[CH:35][N:36]([C:38]([C:51]4[CH:56]=[CH:55][CH:54]=[CH:53][CH:52]=4)([C:45]4[CH:50]=[CH:49][CH:48]=[CH:47][CH:46]=4)[C:39]4[CH:44]=[CH:43][CH:42]=[CH:41][CH:40]=4)[CH:37]=3)([OH:32])[CH:29]([CH3:31])[CH3:30])=[CH:17][CH:16]=2)C2C=CC=CC=2)C=CC=CC=1.[C:57]([O-:60])(=O)[CH3:58].[Na+].[Cl-].O[NH3+].C(OC(=O)C)(=O)C.C(=O)([O-])O.[Na+]>C1COCC1.CO.C1COCC1.N1C=CC=CC=1>[F:27][C:24]1[CH:25]=[CH:26][C:21]([C:20]2[CH:19]=[C:18]([C:28]([OH:32])([C:33]3[N:34]=[CH:35][N:36]([C:38]([C:51]4[CH:52]=[CH:53][CH:54]=[CH:55][CH:56]=4)([C:45]4[CH:46]=[CH:47][CH:48]=[CH:49][CH:50]=4)[C:39]4[CH:44]=[CH:43][CH:42]=[CH:41][CH:40]=4)[CH:37]=3)[CH:29]([CH3:31])[CH3:30])[CH:17]=[CH:16][C:15]=2[NH:14][C:57](=[O:60])[CH3:58])=[CH:22][CH:23]=1 |f:1.2,3.4,6.7,8.9|. Procedure details: To a solution of 1-[6-[(diphenylmethylene)amino]-4′-fluoro[1,1′-biphenyl]-3-yl]-2-methyl-1-(1-trityl-1H-imidazol-4-yl)-1-propanol (110 mg) in THF-methanol (1:1) (6 ml) were added anhydrous sodium acetate (29.6 mg) and hydroxyammonium chloride (18.7 mg) at room temperature, and the mixture was stirred for 22 h. The reaction mixture was concentrated, diluted with ethyl acetate, washed with 0.5N aqueous sodium hydroxide solution and saturated brine and dried over anhydrous magnesium sulfate. The so... Reactants: CCOC(C)=O, CCOC(=O)c1c(S(=O)(=O)Cl)c2cc(Cl)ccc2n1S(=O)(=O)c1ccccc1, ClCCl, N. Yields the product CCOC(=O)c1c(S(N)(=O)=O)c2cc(Cl)ccc2n1S(=O)(=O)c1ccccc1. Reaction SMILES: [CH3:29][CH2:30][O:31][C:32]([CH3:33])=[O:34].[Cl:1][c:2]1[cH:3][c:4]2[c:5]([S:25](=[O:26])(=[O:27])[Cl:28])[c:6]([C:20](=[O:21])[O:22][CH2:23][CH3:24])[n:7]([S:11](=[O:12])(=[O:13])[c:14]3[cH:15][cH:16][cH:17][cH:18][cH:19]3)[c:8]2[cH:9][cH:10]1.[Cl:36][CH2:37][Cl:38].[NH3:35]>>[Cl:1][c:2]1[cH:3][c:4]2[c:5]([S:25](=[O:26])(=[O:27])[NH2:35])[c:6]([C:20](=[O:21])[O:22][CH2:23][CH3:24])[n:7]([S:11](=[O:12])(=[O:13])[c:14]3[cH:15][cH:16][cH:17][cH:18][cH:19]3)[c:8]2[cH:9][cH:10]1. Starting materials: C(C=C)OC1=CC=CC2=C1C(=C(O2)/C=C/C(=O)OCC)C (Ethyl E-3-(4-allyloxy-3-methylbenzofuran-2-yl)propenoate), C(C)OC(=O)C=1OC2=C(C1C)C(=CC=C2)OCC=C (ethyl-4-allyloxy-3-methylbenzofuran-2-carboxylate). The product is C(C=C)C=1C=CC2=C(C(=C(O2)/C=C/C(=O)OCC)C)C1O (Ethyl E-3-(5-allyl-4-hydroxy-3-methylbenzofuran-2-yl)propenoate). As a reaction SMILES: C([O:4][C:5]1[C:10]2[C:11]([CH3:21])=[C:12](/[CH:14]=[CH:15]/[C:16]([O:18][CH2:19][CH3:20])=[O:17])[O:13][C:9]=2[CH:8]=[CH:7][CH:6]=1)C=C.C(O[C:25]([C:27]1OC2C=CC=C(OCC=C)C=2[C:31]=1C)=O)C>>[CH2:31]([C:6]1[CH:7]=[CH:8][C:9]2[O:13][C:12](/[CH:14]=[CH:15]/[C:16]([O:18][CH2:19][CH3:20])=[O:17])=[C:11]([CH3:21])[C:10]=2[C:5]=1[OH:4])[CH:27]=[CH2:25]. Procedure: Following the procedure of Example 134 but substituting an equivalent amount of the title compound of Example 167 for ethyl-4-allyloxy-3-methylbenzofuran-2-carboxylate, there was obtained the title compound, m.p. 125°-127° C. Reactants: CC1=NC(=NO1)[C@@](C)(C#C)O ((2R)-2-(5-methyl-1,2,4-oxadiazol-3-yl)but-3-yn-2-ol), NC1=NC=CC(=N1)N1N=C(C2=CC=C(C=C12)Br)CC(C(F)F)(O)C (3-[1-(2-aminopyrimidin-4-yl)-6-bromo-1H-indazol-3-yl]-1,1-difluoro-2-methylpropan-2-ol), CC1=NC(=NO1)[C@@](C)(C#C)O ((2R)-2-(5-methyl-1,2,4-oxadiazol-3-yl)but-3-yn-2-ol). The solvent is N1CCCCC1 (piperidine). The reagents and catalysts are C=1C=CC(=CC1)[P](C=2C=CC=CC2)(C=3C=CC=CC3)[Pd]([P](C=4C=CC=CC4)(C=5C=CC=CC5)C=6C=CC=CC6)([P](C=7C=CC=CC7)(C=8C=CC=CC8)C=9C=CC=CC9)[P](C=1C=CC=CC1)(C=1C=CC=CC1)C=1C=CC=CC1 (tetrakis(triphenylphosphine)palladium), [Cu]I (copper(I) iodide), C=1C=CC(=CC1)[P](C=2C=CC=CC2)(C=3C=CC=CC3)[Pd]([P](C=4C=CC=CC4)(C=5C=CC=CC5)C=6C=CC=CC6)([P](C=7C=CC=CC7)(C=8C=CC=CC8)C=9C=CC=CC9)[P](C=1C=CC=CC1)(C=1C=CC=CC1)C=1C=CC=CC1 (tetrakis(triphenylphosphine)palladium), [Cu]I (copper(I) iodide). As a reaction SMILES: [NH2:1][C:2]1[N:7]=[C:6]([N:8]2[C:16]3[C:11](=[CH:12][CH:13]=[C:14](Br)[CH:15]=3)[C:10]([CH2:18][C:19]([CH3:24])([OH:23])[CH:20]([F:22])[F:21])=[N:9]2)[CH:5]=[CH:4][N:3]=1.[CH3:25][C:26]1[O:30][N:29]=[C:28]([C@:31]([OH:35])([C:33]#[CH:34])[CH3:32])[N:27]=1>N1CCCCC1.C1C=CC([P]([Pd]([P](C2C=CC=CC=2)(C2C=CC=CC=2)C2C=CC=CC=2)([P](C2C=CC=CC=2)(C2C=CC=CC=2)C2C=CC=CC=2)[P](C2C=CC=CC=2)(C2C=CC=CC=2)C2C=CC=CC=2)(C2C=CC=CC=2)C2C=CC=CC=2)=CC=1.[Cu]I>[NH2:1][C:2]1[N:7]=[C:6]([N:8]2[C:16]3[C:11](=[CH:12][CH:13]=[C:14]([C:34]#[C:33][C@:31]([C:28]4[N:27]=[C:26]([CH3:25])[O:30][N:29]=4)([OH:35])[CH3:32])[CH:15]=3)[C:10]([CH2:18][C:19]([OH:23])([CH3:24])[CH:20]([F:22])[F:21])=[N:9]2)[CH:5]=[CH:4][N:3]=1 |^1:45,47,66,85|. Reported procedure: To a solution of 3-[1-(2-aminopyrimidin-4-yl)-6-bromo-1H-indazol-3-yl]-1,1-difluoro-2-methylpropan-2-ol (75 mg, 0.19 mmol) in piperidine (1 mL) was introduced tetrakis(triphenylphosphine)palladium (0) (21.7 mg, 0.02 mmol), copper(I) iodide (3.6 mg, 0.02 mmol) and (2R)-2-(5-methyl-1,2,4-oxadiazol-3-yl)but-3-yn-2-ol (57 mg, 0.38 mmol). The reaction mixture was warmed to 65° C. for 1.5 hr under an atmosphere of nitrogen. After cooling to RT, the reaction mixture was re-treated with additional tetra... The product is NC1=NC=CC(=N1)N1N=C(C2=CC=C(C=C12)C#C[C@@](C)(O)C1=NOC(=N1)C)CC(C(F)F)(C)O ((2R)-4-[1-(2-aminopyrimidin-4-yl)-3-(3,3-difluoro-2-hydroxy-2-methylpropyl)-1H-indazol-6-yl]-2-(5-methyl-1,2,4-oxadiazol-3-yl)but-3-yn-2-ol). Conditions: temperature 65 celsius. The reactants are Cl.Cl.BrC=1C=C(C(=O)N(C)C[C@@H](CCN2CC(C2)N2CC3N(CC2)C(CCC3)=O)C3=CC=C(C=C3)F)C=C(C1)C(F)(F)F (3-Bromo-N-{(2S)-2-(4-fluorophenyl)-4-[3-(6-oxooctahydro-2H-pyrido[1,2-a]pyrazin-2-yl)azetidin-1-yl]butyl}-N-methyl-5-(trifluoromethyl)benzamide dihydrochloride), Cl.N1CC(C1)N1CC2COCC(N2CC1)=O (8-Azetidin-3-ylhexahydropyrazino[2,1-c][1,4]oxazin-4(3H)-one hydrochloride), (polystyrylmethyl)-trimethylammonium cyanoborohydride. Reagents/catalysts: O (water). The solvent is CO (methanol), CO (methanol), C(C)(=O)O (acetic acid). Reaction conditions: temperature 120 celsius. Yields the product BrC=1C=C(C(=O)N(C)C[C@@H](CCN2CC(C2)N2CC3COCC(N3CC2)=O)C2=CC=C(C=C2)F)C=C(C1)C(F)(F)F (3-Bromo-N-{(2S)-2-(4-fluorophenyl)-4-[3-(4-oxohexahydropyrazino[2,1-c][1,4]oxazin-8(1H)-yl)azetidin-1-yl]butyl}-N-methyl-5-(trifluoromethyl)benzamide). Yield: 45.8%. RXN SMILES: Cl.[NH:2]1[CH2:5][CH:4]([N:6]2[CH2:15][CH2:14][N:13]3[CH:8]([CH2:9][O:10][CH2:11][C:12]3=[O:16])[CH2:7]2)[CH2:3]1.Cl.Cl.[Br:19][C:20]1[CH:21]=[C:22]([CH:53]=[C:54]([C:56]([F:59])([F:58])[F:57])[CH:55]=1)[C:23]([N:25]([CH2:27][C@H:28]([C:46]1[CH:51]=[CH:50][C:49]([F:52])=[CH:48][CH:47]=1)[CH2:29][CH2:30]N1CC(N2CCN3C(=O)CCCC3C2)C1)[CH3:26])=[O:24]>CO.O.C(O)(=O)C>[Br:19][C:20]1[CH:21]=[C:22]([CH:53]=[C:54]([C:56]([F:59])([F:57])[F:58])[CH:55]=1)[C:23]([N:25]([CH2:27][C@H:28]([C:46]1[CH:47]=[CH:48][C:49]([F:52])=[CH:50][CH:51]=1)[CH2:29][CH2:30][N:2]1[CH2:5][CH:4]([N:6]2[CH2:15][CH2:14][N:13]3[CH:8]([CH2:9][O:10][CH2:11][C:12]3=[O:16])[CH2:7]2)[CH2:3]1)[CH3:26])=[O:24] |f:0.1,2.3.4|. Procedure: 8-Azetidin-3-ylhexahydropyrazino[2,1-c][1,4]oxazin-4(3H)-one hydrochloride (see Method 8; 43 mg, 0.17 mmol) was dissolved in methanol (3 mL) together with a few drops of water and acetic acid (0.2 mL). 3-Bromo-N-[(2S)-2-(4-fluorophenyl)-4-oxobutyl]-N-methyl-5-(trifluoromethyl)benzamide (see Method 3; 80 mg, 0.18 mmol) dissolved in methanol (1 mL) was added to the former solution together with (polystyrylmethyl)-trimethylammonium cyanoborohydride (4.2 mmol/g, 47 mg, 0.25 mmol). The reaction mixtu... Reactants: CC(=O)O[BH-](OC(C)=O)OC(C)=O, ClCCl, CC(=O)O, CC(C)(C)OC(=O)NC1CCNCC1, [Na+], O=CCn1c(=O)ccc2cccnc21, O. Product: CC(C)(C)OC(=O)NC1CCN(CCn2c(=O)ccc3cccnc32)CC1. RXN SMILES: [C:33]([O:34][BH-:35]([O:36][C:37](=[O:38])[CH3:39])[O:40][C:41](=[O:42])[CH3:43])(=[O:44])[CH3:45].[CH2:47]([Cl:48])[Cl:49].[CH3:29][C:30](=[O:31])[OH:32].[NH:15]1[CH2:16][CH2:17][CH:18]([NH:21][C:22]([O:23][C:24]([CH3:25])([CH3:26])[CH3:27])=[O:28])[CH2:19][CH2:20]1.[Na+:46].[O:1]=[c:2]1[n:3]([CH2:12][CH:13]=[O:14])[c:4]2[n:5][cH:6][cH:7][cH:8][c:9]2[cH:10][cH:11]1.[OH2:50]>>[O:1]=[c:2]1[n:3]([CH2:12][CH2:13][N:15]2[CH2:16][CH2:17][CH:18]([NH:21][C:22]([O:23][C:24]([CH3:25])([CH3:26])[CH3:27])=[O:28])[CH2:19][CH2:20]2)[c:4]2[n:5][cH:6][cH:7][cH:8][c:9]2[cH:10][cH:11]1. The reactants are C(C)(C)(C)NC(=O)C1=CN(C2=NC=C(N=C21)NC2=CC(=NN2)C)COCC[Si](C)(C)C (N-tert-butyl-2-(3-methyl-1H-pyrazol-5-ylamino)-5-((2-(trimethylsilyl)ethoxy)methyl)-5H-pyrrolo[2,3-b]pyrazine-7-carboxamide), FC(C(=O)O)(F)F (trifluoroacetic acid). Solvent: ClCCl (dichloromethane), CO (methanol), [OH-].[NH4+] (ammonium hydroxide), ClCCl (dichloromethane). Run at time 16 hour. Yields the product C(C)(C)(C)NC(=O)C1=CNC2=NC=C(N=C21)NC2=CC(=NN2)C (N-tert-butyl-2-(3-methyl-1H-pyrazol-5-ylamino)-5H-pyrrolo[2,3-b]pyrazine-7-carboxamide). The yield is 56.6%. RXN SMILES: [C:1]([NH:5][C:6]([C:8]1[C:16]2[C:11](=[N:12][CH:13]=[C:14]([NH:17][C:18]3[NH:22][N:21]=[C:20]([CH3:23])[CH:19]=3)[N:15]=2)[N:10](COCC[Si](C)(C)C)[CH:9]=1)=[O:7])([CH3:4])([CH3:3])[CH3:2].FC(F)(F)C(O)=O>ClCCl.CO.[OH-].[NH4+]>[C:1]([NH:5][C:6]([C:8]1[C:16]2[C:11](=[N:12][CH:13]=[C:14]([NH:17][C:18]3[NH:22][N:21]=[C:20]([CH3:23])[CH:19]=3)[N:15]=2)[NH:10][CH:9]=1)=[O:7])([CH3:4])([CH3:3])[CH3:2] |f:4.5|. Procedure details: To a solution of N-tert-butyl-2-(3-methyl-1H-pyrazol-5-ylamino)-5-((2-(trimethylsilyl)ethoxy)methyl)-5H-pyrrolo[2,3-b]pyrazine-7-carboxamide (25 mg, 56.4 μmol) in dichloromethane (1 mL) was added trifluoroacetic acid (129 mg, 86.8 μL, 1.13 mmol) and the mixture stirred at room temperature for 16 h. The reaction mixture was concentrated in vacuo and the residue obtained diluted with dichloromethane (1 mL), methanol (0.5 mL) and ammonium hydroxide (0.15 mL) and stirred at room temperature for 1 h.... The reactants are C(C1=CC=CC=C1)(=O)Cl (benzoyl chloride), C(=O)(Cl)Cl (phosgene), 11, C(=O)(Cl)Cl (phosgene), C(C1=CC=CC=C1)(=O)Cl (benzoyl chloride), [OH-].[Na+] (sodium hydroxide), ClC=1C=CC=C(C1C(=O)O)N (6-chloroanthranilic acid). Reagents/catalysts: CN(C=O)C (dimethylformamide). Solvent: O (water), O (water), ClCCCl (1,2-dichloroethane). Reaction conditions: temperature 40 celsius, time 30 minute. Yields the product ClC1=CC=CC2=C1C(OC(=N2)C2=CC=CC=C2)=O (5-chloro-2-phenyl-4H-3,1-benzoxazin-4-one). Yield: 111.6%. RXN SMILES: [OH-].[Na+].[Cl:3][C:4]1[CH:5]=[CH:6][CH:7]=[C:8]([NH2:13])[C:9]=1[C:10]([OH:12])=[O:11].[C:14](Cl)(=O)[C:15]1[CH:20]=[CH:19][CH:18]=[CH:17][CH:16]=1.C(Cl)(Cl)=O>ClCCCl.CN(C)C=O.O>[Cl:3][C:4]1[C:9]2[C:10](=[O:12])[O:11][C:14]([C:15]3[CH:20]=[CH:19][CH:18]=[CH:17][CH:16]=3)=[N:13][C:8]=2[CH:7]=[CH:6][CH:5]=1 |f:0.1|. Procedure details: 40 g of 50% strength aqueous sodium hydroxide solution are added to a stirred suspension of 85.8 g of 6-chloroanthranilic acid in 1,250 g of 1,2-dichloroethane in the course of 10 minutes at from 20° to 30° C. The salt suspension is freed from water by refluxing it for 1 hour in a water separator. Thereafter, 56.2 g of benzoyl chloride are added in the course of 40 minutes at from 25° to 35° C., and stirring is continued for a further 30 minutes. Under the same conditions, a further 14.1 g of be... Starting materials: CC1=CC=C(C=C1)C1SCC(CS1)=O (2-(4-methylphenyl)-1,3-dithian-5-one), C(C)(=O)[O-].[NH4+] (ammonium acetate), C(#N)[BH3-].[Na+] (sodium cyanoborohydride). Solvent: CO (methanol), CO (methanol). Reaction conditions: time 48 hour. Product: NC1CSC(SC1)C1=CC=C(C=C1)C (5-amino-2-(4-methylphenyl)-1,3-dithian). As a reaction SMILES: [CH3:1][C:2]1[CH:7]=[CH:6][C:5]([CH:8]2[S:13][CH2:12][C:11](=O)[CH2:10][S:9]2)=[CH:4][CH:3]=1.C([O-])(=O)C.[NH4+].C([BH3-])#[N:21].[Na+]>CO>[NH2:21][CH:11]1[CH2:12][S:13][CH:8]([C:5]2[CH:6]=[CH:7][C:2]([CH3:1])=[CH:3][CH:4]=2)[S:9][CH2:10]1 |f:1.2,3.4|. Procedure details: 22.4 g (0.1 mol) of 2-(4-methylphenyl)-1,3-dithian-5-one and 77.1 g (1.0 mol) of ammonium acetate were stirred in 250 ml of methanol with the addition of 37.5 g of molecular sieve (3 Å) for 30 minutes and 6.30 g (0.1 mol) of sodium cyanoborohydride were then added in portions at 20° C. The mixture was stirred at room temperature for 48 hours, diluted with methanol and filtered. The filtrate was concentrated and the residue was taken up in dilute hydrochloric acid/toluene. The hydrochloric acid p...